The task is: describe an organic reaction: reactants, conditions, products, and yield. This data is from the Open Reaction Database (ORD), a public repository of structured organic reaction records. The reactants are C(C)(=O)C(C(=O)OCC)CCN1CCC(CC1)=C(C1=CC=CC=C1)C1=CC=C(C=C1)C (ethyl 2-acetyl-4-{4-[(4-methylphenyl)phenylmethylene]-1-piperidyl}-butyrate), Cl.NC=1N=CNC1C(N)=O (4-amino-5-carbamoyl imidazole hydrochloride). The product is Cl.C(N)(=O)C=1N=CN2C1N=C(C(=C2O)CCN2CCC(CC2)=C(C2=CC=CC=C2)C2=CC=C(C=C2)C)C (8-Carbamoyl -4-hydroxy-3-{2-[4-[(4-methylphenyl)-phenylmethylene]piperidino]ethyl}-2-methylimidazo[1,5-a]-pyrimidine hydrochloride). Reaction SMILES: [C:1]([CH:4]([CH2:10][CH2:11][N:12]1[CH2:17][CH2:16][C:15](=[C:18]([C:25]2[CH:30]=[CH:29][C:28]([CH3:31])=[CH:27][CH:26]=2)[C:19]2[CH:24]=[CH:23][CH:22]=[CH:21][CH:20]=2)[CH2:14][CH2:13]1)[C:5](OCC)=[O:6])(=O)[CH3:2].[ClH:32].[NH2:33][C:34]1[N:35]=[CH:36][NH:37][C:38]=1[C:39](=[O:41])[NH2:40]>>[ClH:32].[C:39]([C:38]1[N:37]=[CH:36][N:35]2[C:5]([OH:6])=[C:4]([CH2:10][CH2:11][N:12]3[CH2:13][CH2:14][C:15](=[C:18]([C:25]4[CH:26]=[CH:27][C:28]([CH3:31])=[CH:29][CH:30]=4)[C:19]4[CH:24]=[CH:23][CH:22]=[CH:21][CH:20]=4)[CH2:16][CH2:17]3)[C:1]([CH3:2])=[N:33][C:34]=12)(=[O:41])[NH2:40] |f:1.2,3.4|. Procedure details: This compound was prepared from ethyl 2-acetyl-4-{4-[(4-methylphenyl)phenylmethylene]-1-piperidyl}-butyrate and 4-amino-5-carbamoyl imidazole hydrochloride according to the process described in Example 1. The reactants are COc1ccccc1CNC(=O)C1(CCCCBr)c2ccccc2-c2ccccc21, c1ccc2nc(N3CCNCC3)ccc2c1. The product is COc1ccccc1CNC(=O)C1(CCCCN2CCN(c3ccc4ccccc4n3)CC2)c2ccccc2-c2ccccc21. RXN SMILES: [CH3:1][O:2][c:3]1[c:4]([CH2:5][NH:6][C:7](=[O:8])[C:9]2([CH2:22][CH2:23][CH2:24][CH2:25][Br:26])[c:10]3[cH:11][cH:12][cH:13][cH:14][c:15]3-[c:16]3[cH:17][cH:18][cH:19][cH:20][c:21]32)[cH:27][cH:28][cH:29][cH:30]1.[N:31]1([c:37]2[n:38][c:39]3[cH:40][cH:41][cH:42][cH:43][c:44]3[cH:45][cH:46]2)[CH2:32][CH2:33][NH:34][CH2:35][CH2:36]1>>[CH3:1][O:2][c:3]1[c:4]([CH2:5][NH:6][C:7](=[O:8])[C:9]2([CH2:22][CH2:23][CH2:24][CH2:25][N:34]3[CH2:33][CH2:32][N:31]([c:37]4[n:38][c:39]5[cH:40][cH:41][cH:42][cH:43][c:44]5[cH:45][cH:46]4)[CH2:36][CH2:35]3)[c:10]3[cH:11][cH:12][cH:13][cH:14][c:15]3-[c:16]3[cH:17][cH:18][cH:19][cH:20][c:21]32)[cH:27][cH:28][cH:29][cH:30]1. Reactants: CO, O=C(c1ccc(F)cc1)N1CC1, COc1cc(N)c(Cl)cc1C(=O)NC1CCNCC1OC, c1ccccc1. Yields the product COc1cc(N)c(Cl)cc1C(=O)NC1CCN(CCNC(=O)c2ccc(F)cc2)CC1OC. Reaction SMILES: [CH3:40][OH:41].[F:1][c:2]1[cH:3][cH:4][c:5]([C:6](=[O:7])[N:8]2[CH2:9][CH2:10]2)[cH:11][cH:12]1.[NH2:13][c:14]1[cH:15][c:16]([O:32][CH3:33])[c:17]([C:18](=[O:19])[NH:20][CH:21]2[CH:22]([O:27][CH3:28])[CH2:23][NH:24][CH2:25][CH2:26]2)[cH:29][c:30]1[Cl:31].[cH:34]1[cH:35][cH:36][cH:37][cH:38][cH:39]1>>[F:1][c:2]1[cH:3][cH:4][c:5]([C:6](=[O:7])[NH:8][CH2:10][CH2:9][N:24]2[CH2:23][CH:22]([O:27][CH3:28])[CH:21]([NH:20][C:18]([c:17]3[c:16]([O:32][CH3:33])[cH:15][c:14]([NH2:13])[c:30]([Cl:31])[cH:29]3)=[O:19])[CH2:26][CH2:25]2)[cH:11][cH:12]1. Starting materials: C(C)(C)N(CC)C(C)C (diisopropylethylamine), C(=O)(C=1NC=CN1)C=1NC=CN1 (carbonyl diimidazole), C=C1CN(C(S1)=N)C1=CC2=C(OC(C(O2)(F)F)(F)F)C=C1 (5-Methylene-3-(2,2,3,3-tetrafluoro-2,3-dihydrobenzo[b][1,4]dioxin-6-yl)thiazolidin-2-imine), C(C)#N (acetonitrile). Reaction conditions: temperature 80 celsius. The product is C=C1CN(/C(/S1)=N/C(=O)N1C=NC=C1)C1=CC2=C(OC(C(O2)(F)F)(F)F)C=C1 (N-[(2Z)-5-methylene-3-(2,2,3,3-tetrafluoro-2,3-dihydro-1,4-benzodioxin-6-yl)-1,3-thiazolidin-2-ylidene]-1H-imidazole-1-carboxamide). Reaction SMILES: [CH2:1]=[C:2]1[S:6][C:5](=[NH:7])[N:4]([C:8]2[CH:21]=[CH:20][C:11]3[O:12][C:13]([F:19])([F:18])[C:14]([F:17])([F:16])[O:15][C:10]=3[CH:9]=2)[CH2:3]1.C([N:25]([CH:28](C)C)CC)(C)C.[C:31](C1NC=CN=1)(C1NC=CN=1)=[O:32].[C:43](#[N:45])[CH3:44]>>[CH2:1]=[C:2]1[S:6]/[C:5](=[N:7]\[C:31]([N:45]2[CH:43]=[CH:44][N:25]=[CH:28]2)=[O:32])/[N:4]([C:8]2[CH:21]=[CH:20][C:11]3[O:12][C:13]([F:19])([F:18])[C:14]([F:16])([F:17])[O:15][C:10]=3[CH:9]=2)[CH2:3]1. Procedure: The crude imine (Example 22C, 169 mg, <0.52 mmol) was dissolved into acetonitrile (10 mL), treated with diisopropylethylamine (130 μL, 0.75 mmol) and carbonyl diimidazole (94 mg, 0.58 mmol), and then heated near 80° C. overnight. The mixture was concentrated and chromatographed through silica (Oct. 40, 1950 to 25/25/50% EtOAc/CH2Cl2/hexanes) to give the titled compound. 1H NMR (300 MHz, CDCl3) δ ppm 4.83 (2 H), 5.42 (1 H), 5.45 (1 H), 7.01 (1 H), 7.26-7.35 (3 H), 7.44 (1 H), 8.10 (1 H); MS (ESI)... Reactants: COC1=CC=CC=2C[C@@H]3[C@@H]4CCC(=C[C@@]4(C12)CCN3C=O)OC (5,6-didehydro-4,6-dimethoxy-N-formylmorphinan), Cl (hydrochloric acid). The solvent is CO (methanol). Yields the product COC1=CC=CC=2C[C@@H]3[C@@H]4CCC(C[C@@]4(C12)CCN3)=O (4-methoxymorphinan-6-one). Isolated yield 86.8%. As a reaction SMILES: [CH3:1][O:2][C:3]1[C:16]2[C@:15]34[CH2:17][CH2:18][N:19](C=O)[C@@H:9]([C@@H:10]3[CH2:11][CH2:12][C:13]([O:22]C)=[CH:14]4)[CH2:8][C:7]=2[CH:6]=[CH:5][CH:4]=1.Cl>CO>[CH3:1][O:2][C:3]1[C:16]2[C@:15]34[CH2:17][CH2:18][NH:19][C@@H:9]([C@@H:10]3[CH2:11][CH2:12][C:13](=[O:22])[CH2:14]4)[CH2:8][C:7]=2[CH:6]=[CH:5][CH:4]=1. Procedure details: 600 mg (1.91 mmol) 5,6-didehydro-4,6-dimethoxy-N-formylmorphinan were dissolved in 13.5 ml methanol and 1.5 ml 37% hydrochloric acid were added. This mixture was heated at reflux for 17 h, then the solvent was removed in vacuo, the oily residue dissolved in water and rendered alkaline with 30% NH4OH. After extraction with CHCl3, the organic layer was washed with brine, dried and evaporated to give an oil, which was crystallized with ether to yield 450 mg (81%) 4-methoxymorphinan-6-one. 1 H2O m.p... Reactants: C(C1=CC=CC=C1)OC(=O)N1CCC12CNCCC2 (1,6-diazaspiro[3.5]nonane-1-carboxylic acid benzyl ester), ClC=1C2=C(N=CN1)NC=C2 (4-chloro-7H-pyrrolo[2,3-d]pyrimidine), C([O-])([O-])=O.[K+].[K+] (potassium carbonate). Run in O (water), O (water). Conditions: temperature 100 celsius, time 3 hour. Product: C(C1=CC=CC=C1)OC(=O)N1CCC12CN(CCC2)C=2C1=C(N=CN2)NC=C1 (6-(7H-pyrrolo[2,3-d]pyrimidin-4-yl)-1,6-diazaspiro[3.5]nonane-1-carboxylic acid benzyl ester). Yield: 74.2%. As a reaction SMILES: [CH2:1]([O:8][C:9]([N:11]1[C:14]2([CH2:19][CH2:18][CH2:17][NH:16][CH2:15]2)[CH2:13][CH2:12]1)=[O:10])[C:2]1[CH:7]=[CH:6][CH:5]=[CH:4][CH:3]=1.Cl[C:21]1[C:22]2[CH:29]=[CH:28][NH:27][C:23]=2[N:24]=[CH:25][N:26]=1.C(=O)([O-])[O-].[K+].[K+]>O>[CH2:1]([O:8][C:9]([N:11]1[C:14]2([CH2:19][CH2:18][CH2:17][N:16]([C:21]3[C:22]4[CH:29]=[CH:28][NH:27][C:23]=4[N:24]=[CH:25][N:26]=3)[CH2:15]2)[CH2:13][CH2:12]1)=[O:10])[C:2]1[CH:3]=[CH:4][CH:5]=[CH:6][CH:7]=1 |f:2.3.4|. Procedure details: An optically-active compound of 1,6-diazaspiro[3.5]nonane-1-carboxylic acid benzyl ester (2.37 g) was mixed with 4-chloro-7H-pyrrolo[2,3-d]pyrimidine (1.4 g), potassium carbonate (3.8 g) and water (71 ml), and heated to 100° C. to stir for 3 hours. The mixture was cooled to room temperature. Then, thereto was added water and the mixture was extracted with ethyl acetate. The organic layer was washed with saturated aqueous sodium chloride solution and concentrated under reduced pressure. The resul...